From a dataset of the Open Reaction Database (ORD), a public repository of structured organic reaction records. describe an organic reaction: reactants, conditions, products, and yield Starting materials: C(O)([O-])=O.[Na+] (sodium hydrogen carbonate), C(C(O)CO)OC1=C(C(=O)O[C@@H]1[C@@H](O)CO)O (3-O-glyceryl ascorbic acid), C(CCCCCCCCCCCCCCC)Br (hexadecyl bromide). Solvent: CS(=O)C (DMSO). Run at time 30 minute. Product: C(C(O)CO)OC1=C(C(=O)O[C@@H]1[C@@H](O)CO)OCCCCCCCCCCCCCCCC (3-O-glyceryl-2-O-hexadecyl ascorbic acid). Yield: 42.3%. Reaction SMILES: [CH2:1]([O:6][C:7]1[C@@H:12]([C@H:13]([CH2:15][OH:16])[OH:14])[O:11][C:9](=[O:10])[C:8]=1[OH:17])[CH:2]([CH2:4][OH:5])[OH:3].C(=O)([O-])O.[Na+].[CH2:23](Br)[CH2:24][CH2:25][CH2:26][CH2:27][CH2:28][CH2:29][CH2:30][CH2:31][CH2:32][CH2:33][CH2:34][CH2:35][CH2:36][CH2:37][CH3:38]>CS(C)=O>[CH2:1]([O:6][C:7]1[C@@H:12]([C@H:13]([CH2:15][OH:16])[OH:14])[O:11][C:9](=[O:10])[C:8]=1[O:17][CH2:38][CH2:37][CH2:36][CH2:35][CH2:34][CH2:33][CH2:32][CH2:31][CH2:30][CH2:29][CH2:28][CH2:27][CH2:26][CH2:25][CH2:24][CH3:23])[CH:2]([CH2:4][OH:5])[OH:3] |f:1.2|. Procedure details: Under an argon atmosphere, 3-O-glyceryl ascorbic acid (5.10 g) obtained in Example 1 was stirred in DMSO (20 mL), and further, sodium hydrogen carbonate (1.71 g) was added and the mixture was stirred at room temperature for 30 minutes. Thereafter, hexadecyl bromide (9.42 g) was added and the mixture was heated up to 100° C. and stirred for 3 hours, followed by extraction with ethyl acetate. Then, the extracted liquid was dried over anhydrous sodium sulfate, and concentrated under reduced pressur...